Dataset: the Open Reaction Database (ORD), a public repository of structured organic reaction records. Task: describe an organic reaction: reactants, conditions, products, and yield Starting materials: CC1=C(N=C(O1)COC1=C(C=CC=C1)/C=C/C=O)C1=CC=CC=C1 ((E)-3-[2-(5-methyl-4-phenyl-2-oxazolylmethoxy)phenyl]-2-propen-1-al), C(#N)CP(OCC)(OCC)=O (diethyl cyanomethylphosphonate). Product: CC1=C(N=C(O1)COC1=C(C=CC=C1)/C=C/C=C/C#N)C1=CC=CC=C1 ((E,E)-5-[2-(5-methyl-4-phenyl-2-oxazolylmethoxy)phenyl]-2,4-pentadienenitrile). Reaction SMILES: [CH3:1][C:2]1[O:6][C:5]([CH2:7][O:8][C:9]2[CH:14]=[CH:13][CH:12]=[CH:11][C:10]=2/[CH:15]=[CH:16]/[CH:17]=O)=[N:4][C:3]=1[C:19]1[CH:24]=[CH:23][CH:22]=[CH:21][CH:20]=1.[C:25]([CH2:27]P(=O)(OCC)OCC)#[N:26]>>[CH3:1][C:2]1[O:6][C:5]([CH2:7][O:8][C:9]2[CH:14]=[CH:13][CH:12]=[CH:11][C:10]=2/[CH:15]=[CH:16]/[CH:17]=[CH:27]/[C:25]#[N:26])=[N:4][C:3]=1[C:19]1[CH:24]=[CH:23][CH:22]=[CH:21][CH:20]=1. Procedure details: According to the method described for Reference Example 35, (E)-3-[2-(5-methyl-4-phenyl-2-oxazolylmethoxy)phenyl]-2-propen-1-al was allowed to react with diethyl cyanomethylphosphonate to give (E,E)-5-[2-(5-methyl-4-phenyl-2-oxazolylmethoxy)phenyl]-2,4-pentadienenitrile. Recrystallization from ethanol-chloroform gave colorless prisms, m.p.128°-129° C.